Dataset: the Open Reaction Database (ORD), a public repository of structured organic reaction records. Task: describe an organic reaction: reactants, conditions, products, and yield Reactants: FC(C=1C=C(C=CC1)NC1=C(C(=O)NC(C)C2=CN=C(N=N2)NC2=CC(=C(C(=C2)OC)OC)OC)C=CC=C1)(F)F (2-{[3-(trifluoromethyl)phenyl]amino}-N-(1-{3-[(3,4,5-trimethoxyphenyl)amino]-1,2,4-triazin-6-yl}ethyl)benzamide), P(=O)(Cl)(Cl)Cl (phosphorous oxychloride), FC(C=1C=C(C=CC1)NC1=C(C(=O)NC(C)C2=CN=C(N=N2)NC2=CC(=C(C(=C2)OC)OC)OC)C=CC=C1)(F)F (2-{[3-(trifluoromethyl)phenyl]amino}-N-(1-{3-[(3,4,5-trimethoxyphenyl)amino]-1,2,4-triazin-6-yl}ethyl)benzamide), N1N=CN=C1 (1,2,4-triazole). The solvent is N1=CC=CC=C1 (pyridine). Yields the product CC=1N=C(N2N=C(N=CC21)NC2=CC(=C(C(=C2)OC)OC)OC)C2=C(C=CC=C2)NC2=CC(=CC=C2)C(F)(F)F (5-methyl-7-(2-{[3-(trifluoromethyl)phenyl]amino}phenyl)-N-(3,4,5-trimethoxyphenyl)imidazo[5,1-f][1,2,4]triazin-2-amine). Isolated yield 46.9%. RXN SMILES: [F:1][C:2]([F:41])([F:40])[C:3]1[CH:4]=[C:5]([NH:9][C:10]2[CH:39]=[CH:38][CH:37]=[CH:36][C:11]=2[C:12]([NH:14][CH:15]([C:17]2[N:22]=[N:21][C:20]([NH:23][C:24]3[CH:29]=[C:28]([O:30][CH3:31])[C:27]([O:32][CH3:33])=[C:26]([O:34][CH3:35])[CH:25]=3)=[N:19][CH:18]=2)[CH3:16])=O)[CH:6]=[CH:7][CH:8]=1.N1C=NC=N1.P(Cl)(Cl)(Cl)=O>N1C=CC=CC=1>[CH3:16][C:15]1[N:14]=[C:12]([C:11]2[CH:36]=[CH:37][CH:38]=[CH:39][C:10]=2[NH:9][C:5]2[CH:6]=[CH:7][CH:8]=[C:3]([C:2]([F:41])([F:40])[F:1])[CH:4]=2)[N:22]2[C:17]=1[CH:18]=[N:19][C:20]([NH:23][C:24]1[CH:29]=[C:28]([O:30][CH3:31])[C:27]([O:32][CH3:33])=[C:26]([O:34][CH3:35])[CH:25]=1)=[N:21]2. Procedure details: In a similar manner as described for Example 9, 2-{[3-(trifluoromethyl)phenyl]amino}-N-(1-{3-[(3,4,5-trimethoxyphenyl)amino]-1,2,4-triazin-6-yl}ethyl)benzamide (Intermediate 40) (276 mg, 0.48 mmol), and 1,2,4-triazole (200 mg, 2.91 mmol) in pyridine (3 mL) and phosphorous oxychloride (0.14 mL, 1.5 mmol) gave 5-methyl-7-(2-{[3-(trifluoromethyl)phenyl]amino}phenyl)-N-(3,4,5-trimethoxyphenyl)imidazo[5,1-f][1,2,4]triazin-2-amine (124 mg, 48%) as a yellow solid. 1H NMR (CDCl3): δ9.53 (s, 1H), 8.83 (s... Reactants: C(C=C)(=O)OCCO (hydroxyethyl acrylate), NC(=O)OCC (urethane). Run at temperature 50 celsius. Product: C(C=C)(=O)O.NC(=O)OCC (urethane acrylate). RXN SMILES: [C:1]([O:5]CCO)(=[O:4])[CH:2]=[CH2:3].[NH2:9][C:10]([O:12][CH2:13][CH3:14])=[O:11]>>[C:1]([OH:5])(=[O:4])[CH:2]=[CH2:3].[NH2:9][C:10]([O:12][CH2:13][CH3:14])=[O:11] |f:2.3|. Procedure details: Subsequently, in order to prevent the thermal polymerization of vinyl groups, a reactor was cooled to a temperature of about 50° C., and then 0.657 mol of hydroxyethyl acrylate was added to the urethane prepolymer and then stirred for 4˜6 hours until isocyanate groups were completely consumed. The fact that residual isocyanate does not exist according to the characteristic peak of N═C═O near a frequency of 2270 cm−1 using Fourier transfer infrared spectroscopy (FT-IR) was confirmed, and then the... Starting materials: C(C1=CC=CC=C1)N1CCN(CC1)C1=NC=C(C(=N1)C)C(=O)O (2-(4-benzylpiperazino)-4-methylpyrimidine-5-carboxylic acid), P(=O)(Cl)(Cl)Cl (phosphorus oxychloride), C([O-])([O-])=O.[Na+].[Na+] (sodium carbonate). Solvent: C(C)N(C=O)CC (diethylformamide). Yields the product C(C1=CC=CC=C1)N1CCN(CC1)C=1N=CC2=C(N1)C(=CN(C2=O)CC)C=O (2-(4-Benzylpiperazino)-5,6-dihydro-6-ethyl-5-oxopyrido[4,3-d]pyrimidine-8-carbaldehyde). Isolated yield 60.0%. As a reaction SMILES: [CH2:1]([N:8]1[CH2:13][CH2:12][N:11]([C:14]2[N:19]=[C:18]([CH3:20])[C:17]([C:21](O)=[O:22])=[CH:16][N:15]=2)[CH2:10][CH2:9]1)[C:2]1[CH:7]=[CH:6][CH:5]=[CH:4][CH:3]=1.P(Cl)(Cl)(Cl)=O.[C:29](=[O:32])([O-])[O-].[Na+].[Na+]>C(N(CC)C=O)C>[CH2:1]([N:8]1[CH2:13][CH2:12][N:11]([C:14]2[N:15]=[CH:16][C:17]3[C:21](=[O:22])[N:8]([CH2:1][CH3:2])[CH:9]=[C:20]([CH:29]=[O:32])[C:18]=3[N:19]=2)[CH2:10][CH2:9]1)[C:2]1[CH:3]=[CH:4][CH:5]=[CH:6][CH:7]=1 |f:2.3.4|. Procedure details: Dissolved in 4.0 ml of diethylformamide was 0.4 g of the 2-(4-benzylpiperazino)-4-methylpyrimidine-5-carboxylic acid obtained in Referential Example 3. At room temperature, 0.5 ml of phosphorus oxychloride was added dropwise. Thereafter, the contents were heated and reacted at 100° C. for 1.5 hours. After cooling, the reaction mixture was poured in an aqueous solution of sodium carbonate to neutralize same, followed by extraction with chloroform. After washing the chloroform layer with water, it... The reactants are [OH-].[Na+] (NaOH), ClC1=C(C=C(C=C1)C1=NNC=C1)CNC(C)=O (N-[[2-chloro-5-(1H-pyrazol-3-yl)phenyl]methyl]acetamide), ClC1=C(C=C(C=C1)C1=NNC=C1)CNC(C)=O (N-[[2-chloro-5-(1H-pyrazol-3-yl)phenyl]methyl]acetamide), S(O)(O)(=O)=O (sulfuric acid). Run in O (water). Run at temperature 120 celsius. Yields the product ClC1=C(C=C(C=C1)C1=NNC=C1)CN (2-chloro-5-(1H-pyrazol-3-yl)benzenemethanamine). RXN SMILES: [Cl:1][C:2]1[CH:7]=[CH:6][C:5]([C:8]2[CH:12]=[CH:11][NH:10][N:9]=2)=[CH:4][C:3]=1[CH2:13][NH:14]C(=O)C.S(=O)(=O)(O)O.[OH-].[Na+]>O>[Cl:1][C:2]1[CH:7]=[CH:6][C:5]([C:8]2[CH:12]=[CH:11][NH:10][N:9]=2)=[CH:4][C:3]=1[CH2:13][NH2:14] |f:2.3|. Procedure details: A mixture of N-[[2-chloro-5-(1H-pyrazol-3-yl)phenyl]methyl]acetamide (i.e. the product of Step B) (2.0 g, 8.0 mmol), sulfuric acid (1.5 mL) and water (7.0 mL) was heated to 120° C. for 15 h. The reaction mixture was then cooled to ambient temperature, basified with 10% NaOH solution and extracted with ethyl acetate. The combined extracts were washed with brine, dried (Na2SO4) and concentrated to yield the title product as a solid (1.0 g), which was used in the next step without further purificat... Reactants: CC(C)OC(=O)N=NC(=O)OC(C)C, C1CCOC1, O=C1NC(=O)c2ccccc21, OCC#CCO, c1ccc(P(c2ccccc2)c2ccccc2)cc1. Product: O=C1c2ccccc2C(=O)N1CC#CCO. RXN SMILES: [O:37]=[C:38]([O:39][CH:40]([CH3:41])[CH3:42])[N:43]=[N:44][C:45]([O:46][CH:47]([CH3:48])[CH3:49])=[O:50].[O:51]1[CH2:52][CH2:53][CH2:54][CH2:55]1.[O:7]=[C:8]1[NH:9][C:10](=[O:11])[c:12]2[cH:13][cH:14][cH:15][cH:16][c:17]21.[OH:1][CH2:2][C:3]#[C:4][CH2:5][OH:6].[c:18]1([P:19]([c:20]2[cH:21][cH:22][cH:23][cH:24][cH:25]2)[c:26]2[cH:27][cH:28][cH:29][cH:30][cH:31]2)[cH:32][cH:33][cH:34][cH:35][cH:36]1>>[OH:1][CH2:2][C:3]#[C:4][CH2:5][N:9]1[C:8](=[O:7])[c:17]2[c:12]([cH:13][cH:14][cH:15][cH:16]2)[C:10]1=[O:11].